This data is from the Open Reaction Database (ORD), a public repository of structured organic reaction records. The task is: describe an organic reaction: reactants, conditions, products, and yield The product is C(CCCCCCCCCCCCCCCCC)(=O)[O-].[Al+3].C(CCCCCCCCCCCCCCCCC)(=O)[O-].C(CCCCCCCCCCCCCCCCC)(=O)[O-] (aluminum stearate). The yield is 4.9%. Solvent: CO (methanol). Reagents/catalysts: O.[Cl-].C(C)[N+](CC)(CC)CC (tetraethylammonium chloride hydrate). Procedure details: To a reaction flask was charged 12.0 g (0.0422 mole) of stearic acid, 220 g methanol and 0.40 g of tetraethylammonium chloride hydrate. Aluminum foil was used as the anode and a graphite rod as the cathode. After passing 2,780 coulombs of electricity, 0.56 g (0.021 mole) of aluminum was consumed. A greyish solid precipitated out during the reaction which was filtered, washed with methanol and dried. This gave a grey solid aluminum stearate containing 4.9% aluminum. The reactants are C(CCCCCCCCCCCCCCCCC)(=O)O (stearic acid), [Al] (aluminum), [Al] (Aluminum), graphite. RXN SMILES: [C:1]([OH:20])(=[O:19])[CH2:2][CH2:3][CH2:4][CH2:5][CH2:6][CH2:7][CH2:8][CH2:9][CH2:10][CH2:11][CH2:12][CH2:13][CH2:14][CH2:15][CH2:16][CH2:17][CH3:18].[Al:21]>O.[Cl-].C([N+](CC)(CC)CC)C.CO>[C:1]([O-:20])(=[O:19])[CH2:2][CH2:3][CH2:4][CH2:5][CH2:6][CH2:7][CH2:8][CH2:9][CH2:10][CH2:11][CH2:12][CH2:13][CH2:14][CH2:15][CH2:16][CH2:17][CH3:18].[Al+3:21].[C:1]([O-:20])(=[O:19])[CH2:2][CH2:3][CH2:4][CH2:5][CH2:6][CH2:7][CH2:8][CH2:9][CH2:10][CH2:11][CH2:12][CH2:13][CH2:14][CH2:15][CH2:16][CH2:17][CH3:18].[C:1]([O-:20])(=[O:19])[CH2:2][CH2:3][CH2:4][CH2:5][CH2:6][CH2:7][CH2:8][CH2:9][CH2:10][CH2:11][CH2:12][CH2:13][CH2:14][CH2:15][CH2:16][CH2:17][CH3:18] |f:2.3.4,6.7.8.9|. Reactants: C(CCC=C=CC\C=C/CCCCCCCCCCC)(=O)O (4,5,8Z-eicosatrienoic acid), solution, [OH-].C[N+](C)(C)C (tetramethylammonium hydroxide). The solvent is CO (methanol), CO (methanol). The product is C(CCC=C=CC\C=C/CCCCCCCCCCC)(=O)OC (methyl 4,5,8Z-eicosatrienoate). RXN SMILES: [C:1]([OH:22])(=[O:21])[CH2:2][CH2:3][CH:4]=[C:5]=[CH:6][CH2:7]/[CH:8]=[CH:9]\[CH2:10][CH2:11][CH2:12][CH2:13][CH2:14][CH2:15][CH2:16][CH2:17][CH2:18][CH2:19][CH3:20].[OH-].[CH3:24][N+](C)(C)C>CO>[C:1]([O:22][CH3:24])(=[O:21])[CH2:2][CH2:3][CH:4]=[C:5]=[CH:6][CH2:7]/[CH:8]=[CH:9]\[CH2:10][CH2:11][CH2:12][CH2:13][CH2:14][CH2:15][CH2:16][CH2:17][CH2:18][CH2:19][CH3:20] |f:1.2|. Reported procedure: A solution of 300 mg of 4,5,8Z-eicosatrienoic acid was treated with 0.52 ml of a 20% solution of tetramethylammonium hydroxide in methanol. After stirring for 5 minutes at room temperature the methanol was evaporated under reduced pressure at 30 C. and 5 ml of dimethyl formamide was then added. The resulting suspension was stirred and treated with 0.25 g of methyl iodide. After 30 minutes at room temperature the reaction mixture was diluted with 30 ml of water and extracted with 100 ml of ether.... The reactants are CNCCCN1CCCCC1, Cc1cc(Nc2cc3cc(C(=O)O)ccc3c(OC(C)C)n2)n[nH]1. The product is Cc1cc(Nc2cc3cc(C(=O)N(C)CCCN4CCCCC4)ccc3c(OC(C)C)n2)n[nH]1. As a reaction SMILES: [CH3:25][NH:26][CH2:27][CH2:28][CH2:29][N:30]1[CH2:31][CH2:32][CH2:33][CH2:34][CH2:35]1.[CH:1]([CH3:2])([CH3:3])[O:4][c:5]1[n:6][c:7]([NH:18][c:19]2[n:20][nH:21][c:22]([CH3:24])[cH:23]2)[cH:8][c:9]2[cH:10][c:11]([C:15](=[O:16])[OH:17])[cH:12][cH:13][c:14]12>>[CH:1]([CH3:2])([CH3:3])[O:4][c:5]1[n:6][c:7]([NH:18][c:19]2[n:20][nH:21][c:22]([CH3:24])[cH:23]2)[cH:8][c:9]2[cH:10][c:11]([C:15](=[O:17])[N:26]([CH3:25])[CH2:27][CH2:28][CH2:29][N:30]3[CH2:31][CH2:32][CH2:33][CH2:34][CH2:35]3)[cH:12][cH:13][c:14]12. Reactants: O1COC2=C1C=CC(=C2)C=2OC1=CC(=CC=C1C(C2O)=O)OC (2-(Benzo[1,3]dioxol-5-yl)-3-hydroxy-7-methoxy-chromen-4-one), B(Br)(Br)Br (boron tribromide). The product is OC=1C=C(C=CC1O)C=1OC2=CC(=CC=C2C(C1O)=O)OC (2-(3,4-Dihydroxyphenyl)-3-hydroxy-7-methoxy-4H-chromen-4-one). Isolated yield 58648816.0%. RXN SMILES: [O:1]1[C:5]2[CH:6]=[CH:7][C:8]([C:10]3[O:11][C:12]4[C:17]([C:18](=[O:21])[C:19]=3[OH:20])=[CH:16][CH:15]=[C:14]([O:22][CH3:23])[CH:13]=4)=[CH:9][C:4]=2[O:3]C1.B(Br)(Br)Br>>[OH:3][C:4]1[CH:9]=[C:8]([C:10]2[O:11][C:12]3[C:17]([C:18](=[O:21])[C:19]=2[OH:20])=[CH:16][CH:15]=[C:14]([O:22][CH3:23])[CH:13]=3)[CH:7]=[CH:6][C:5]=1[OH:1]. Reported procedure: The reaction was conducted according to the same procedure as Example 57 except that 50mg (159 pmol) of the compound obtained in Example 6 instead of the compound obtained in Example 12 and 1.5 molar equivalents of boron tribromide (BBr3) were used. Then the resulting product was separated by preparative TLC to give 28 mg of the title compound in a yield of 60%. Starting materials: Br, Br, CC(=O)O, O=C1CCc2cc(Cl)ccc21, O. Product: O=C1c2ccc(Cl)cc2CC1Br. RXN SMILES: [Br:12].[BrH:13].[CH3:14][C:15](=[O:16])[OH:17].[Cl:1][c:2]1[cH:3][c:4]2[c:8]([cH:9][cH:10]1)[C:7](=[O:11])[CH2:6][CH2:5]2.[OH2:18]>>[Cl:1][c:2]1[cH:3][c:4]2[c:8]([cH:9][cH:10]1)[C:7](=[O:11])[CH:6]([Br:13])[CH2:5]2. Starting materials: Cl (HCl), [BH4-].[Na+] (NaBH4), II (I2), C1(CCCCC1)C1=C(C(NC(=C1)C)=O)C#N (4-cyclohexyl-6-methyl-2-oxo-1,2-dihydro-3-pyridinecarbonitrile). Solvent: C1CCOC1 (THF). Run at time 30 minute. Product: NCC=1C(NC(=CC1C1CCCCC1)C)=O (3-(Aminomethyl)-4-cyclohexyl-6-methyl-2(1H)-pyridinone). RXN SMILES: [CH:1]1([C:7]2[CH:12]=[C:11]([CH3:13])[NH:10][C:9](=[O:14])[C:8]=2[C:15]#[N:16])[CH2:6][CH2:5][CH2:4][CH2:3][CH2:2]1.[BH4-].[Na+].II.Cl>C1COCC1>[NH2:16][CH2:15][C:8]1[C:9](=[O:14])[NH:10][C:11]([CH3:13])=[CH:12][C:7]=1[CH:1]1[CH2:6][CH2:5][CH2:4][CH2:3][CH2:2]1 |f:1.2|. Procedure: To an ice-bath cooled THF (100 mL) solution of the product from step 1 (2 g, 9.26 mmol) were added NaBH4 (0.81 g, 21.3 mmol), and I2 (2.3 g, 9.26 mmol), and the mixture stirred for 30 min. The reaction mixture was then heated at reflux for 3 h, and then allowed to cool to room temperature. After cooling to 0° C., the reaction mixture was acidified by slow addition of 3N HCl (1 mL). The reaction mixture was concentrated in vacuo and the crude product purified by reverse phase HPLC to give the tit...